From a dataset of the Open Reaction Database (ORD), a public repository of structured organic reaction records. describe an organic reaction: reactants, conditions, products, and yield Reactants: CNC(N)=O, O=C(Cl)N(C1CCCCC1)C1CCCCC1, [H-], [Na+], C1CCOC1, O. The product is CNC(=O)NC(=O)N(C1CCCCC1)C1CCCCC1. RXN SMILES: [CH3:1][NH:2][C:3](=[O:4])[NH2:5].[CH:8]1([N:14]([C:15](=[O:16])[Cl:17])[CH:18]2[CH2:19][CH2:20][CH2:21][CH2:22][CH2:23]2)[CH2:9][CH2:10][CH2:11][CH2:12][CH2:13]1.[H-:6].[Na+:7].[O:25]1[CH2:26][CH2:27][CH2:28][CH2:29]1.[OH2:24]>>[CH3:1][NH:2][C:3](=[O:4])[NH:5][C:15]([N:14]([CH:8]1[CH2:9][CH2:10][CH2:11][CH2:12][CH2:13]1)[CH:18]1[CH2:19][CH2:20][CH2:21][CH2:22][CH2:23]1)=[O:16].